This data is from the Open Reaction Database (ORD), a public repository of structured organic reaction records. The task is: describe an organic reaction: reactants, conditions, products, and yield Starting materials: C(C1=CC=CC=C1)OC(=O)N1[C@@H](C=CC1)C(=O)O ((S)-2,5-dihydro-pyrrole-1,2-dicarboxylic acid 1-benzyl ester), C([O-])([O-])=O.[Cs+].[Cs+] (cesium carbonate), [I-].[Na+] (sodium iodide), C(C1=CC=CC=C1)Br (benzyl bromide). The solvent is CN(C)C=O (DMF). Conditions: time 48 hour. The product is C(C1=CC=CC=C1)OC(=O)N1[C@@H](C=CC1)C(=O)OCC1=CC=CC=C1 ((S)-2,5-Dihydro-pyrrole-1,2-dicarboxylic acid dibenzyl ester). RXN SMILES: [CH2:1]([O:8][C:9]([N:11]1[CH2:15][CH:14]=[CH:13][C@H:12]1[C:16]([OH:18])=[O:17])=[O:10])[C:2]1[CH:7]=[CH:6][CH:5]=[CH:4][CH:3]=1.C(=O)([O-])[O-].[Cs+].[Cs+].[CH2:25](Br)[C:26]1[CH:31]=[CH:30][CH:29]=[CH:28][CH:27]=1.[I-].[Na+]>CN(C=O)C>[CH2:1]([O:8][C:9]([N:11]1[CH2:15][CH:14]=[CH:13][C@H:12]1[C:16]([O:18][CH2:25][C:26]1[CH:31]=[CH:30][CH:29]=[CH:28][CH:27]=1)=[O:17])=[O:10])[C:2]1[CH:3]=[CH:4][CH:5]=[CH:6][CH:7]=1 |f:1.2.3,5.6|. Procedure details: To a solution of (S)-2,5-dihydro-pyrrole-1,2-dicarboxylic acid 1-benzyl ester (29.6 g, 120 mmol) in DMF (250 mL) were added cesium carbonate (42.9 g, 132 mmol) followed by benzyl bromide (17.09 mL, 144 mmol) and sodium iodide (2.15 g, 14.37 mmol) and the mixture was stirred at RT for 48 h. The reaction mixture was quenched with water (500 mL) and extracted with EtOAc (3×200 mL). The organic extracts were combined and washed with brine, dried (Na2SO4), filtered and concentrated. The crude residue... The reactants are OC1=C(C2=CC=CC=C2CC1CC=C)C(=O)OC (3,4-dihydro-2-hydroxy-3-(2-propenyl)-naphthalene carboxylic acid, methyl ester), CS(=O)C (dimethyl sulphoxide), [Cl-].[Li+] (lithium chloride). The solvent is O (water), O (water). Conditions: temperature 125 celsius, time 4.5 hour. The product is C(C=C)C1C(CC2=CC=CC=C2C1)=O (3-(2-Propenyl)-2-tetralone). Isolated yield 101.0%. As a reaction SMILES: [OH:1][C:2]1[CH:11]([CH2:12][CH:13]=[CH2:14])[CH2:10][C:9]2[C:4](=[CH:5][CH:6]=[CH:7][CH:8]=2)[C:3]=1C(OC)=O.CS(C)=O.[Cl-].[Li+]>O>[CH2:12]([CH:11]1[CH2:10][C:9]2[C:4](=[CH:5][CH:6]=[CH:7][CH:8]=2)[CH2:3][C:2]1=[O:1])[CH:13]=[CH2:14] |f:2.3|. Procedure: A mixture of 3,4-dihydro-2-hydroxy-3-(2-propenyl)-naphthalene carboxylic acid, methyl ester (46.1 g, crude), dimethyl sulphoxide (132 ml), water (5 ml) and lithium chloride (9.5 g, 226 mmol) was heated at 125° C., with stirring, under argon for 4.5 h. The mixture was cooled and diluted with water (750 ml) and extracted with ethyl acetate (3×1000 ml). The combined extracts were washed with water (1000 ml) and brine (1000 ml), dried (Na2SO4) and evaporated in vacuo to give a brown oil (35.5 g). Th... The reactants are [Br-], C1CCOC1, COC(=O)c1ccc(OS(=O)(=O)C(F)(F)F)c(OC)c1, c1ccc(P(c2ccccc2)(c2ccccc2)[Pd](P(c2ccccc2)(c2ccccc2)c2ccccc2)(P(c2ccccc2)(c2ccccc2)c2ccccc2)P(c2ccccc2)(c2ccccc2)c2ccccc2)cc1, [Zn+]c1ccccn1. Yields the product COC(=O)c1ccc(-c2ccccn2)c(OC)c1. RXN SMILES: [Br-:21].[CH2:106]1[O:107][CH2:108][CH2:109][CH2:110]1.[CH3:1][O:2][c:3]1[cH:4][c:5]([C:6](=[O:7])[O:8][CH3:9])[cH:10][cH:11][c:12]1[O:13][S:14]([C:15]([F:16])([F:17])[F:18])(=[O:19])=[O:20].[cH:29]1[cH:30][cH:31][c:32]([P:33]([Pd:34]([P:35]([c:36]2[cH:37][cH:38][cH:39][cH:40][cH:41]2)([c:42]2[cH:43][cH:44][cH:45][cH:46][cH:47]2)[c:48]2[cH:49][cH:50][cH:51][cH:52][cH:53]2)([P:54]([c:55]2[cH:56][cH:57][cH:58][cH:59][cH:60]2)([c:61]2[cH:62][cH:63][cH:64][cH:65][cH:66]2)[c:67]2[cH:68][cH:69][cH:70][cH:71][cH:72]2)[P:73]([c:74]2[cH:75][cH:76][cH:77][cH:78][cH:79]2)([c:80]2[cH:81][cH:82][cH:83][cH:84][cH:85]2)[c:86]2[cH:87][cH:88][cH:89][cH:90][cH:91]2)([c:92]2[cH:93][cH:94][cH:95][cH:96][cH:97]2)[c:98]2[cH:99][cH:100][cH:101][cH:102][cH:103]2)[cH:104][cH:105]1.[n:22]1[c:23]([Zn+:28])[cH:24][cH:25][cH:26][cH:27]1>>[CH3:1][O:2][c:3]1[cH:4][c:5]([C:6](=[O:7])[O:8][CH3:9])[cH:10][cH:11][c:12]1-[c:23]1[n:22][cH:27][cH:26][cH:25][cH:24]1.